Dataset: the Open Reaction Database (ORD), a public repository of structured organic reaction records. Task: describe an organic reaction: reactants, conditions, products, and yield The reactants are [I-].[K+] (potassium iodide), C(C(C)C)OC1=CC=C(C=C1)[N+](=O)[O-] (4-isobutoxynitrobenzene), BrBr (Bromine). Solvent: O (water). Run at temperature 60 celsius, time 1 hour. Yields the product C(C(C)C)OC1=C(C=C(C=C1)[N+](=O)[O-])Br (2-isobutoxy-5-nitrobromobenzene). The yield is 87.0%. RXN SMILES: [I-].[K+].[CH2:3]([O:7][C:8]1[CH:13]=[CH:12][C:11]([N+:14]([O-:16])=[O:15])=[CH:10][CH:9]=1)[CH:4]([CH3:6])[CH3:5].[Br:17]Br>O>[CH2:3]([O:7][C:8]1[CH:13]=[CH:12][C:11]([N+:14]([O-:16])=[O:15])=[CH:10][C:9]=1[Br:17])[CH:4]([CH3:6])[CH3:5] |f:0.1|. Reported procedure: Subsequently, a catalytic amount of potassium iodide was added to 4-isobutoxynitrobenzene (203 g) and the mixture was heated to 60° C. Bromine (183 g) was added dropwise over 3 h. The mixture was stirred further for 1 h. The reaction mixture was poured into water and extracted with toluene. The organic layer was washed with aqueous sodium sulfite solution and dried over anhydrous magnesium sulfate, after which the solvent was evaporated under reduced pressure. The obtained oily substance was dis...